describe an organic reaction: reactants, conditions, products, and yield From a dataset of the Open Reaction Database (ORD), a public repository of structured organic reaction records. Starting materials: BrC1=C(C2=C(N=C(N=C2)S(=O)C)N(C1=O)C1CCCC1)C (6-bromo-8-cyclopentyl-2-methanesulfinyl-5-methyl-8H-pyrido[2,3-d]pyrimidin-7-one), C(C)(C)(C)OC(=O)N1CCC(CCC1)C=1C=NC(=CC1)N (4-(6-amino-pyridin-3-yl)-azepane-1-carboxylic acid tert-butyl ester), C1(CCC(=O)O1)=O (Succinic anhydride). The solvent is C(C)(=O)OCC (ethyl acetate), C1(=CC=CC=C1)C (toluene). Conditions: time 3 hour. The product is C(C)(C)(C)OC(=O)N1CCC(CCC1)C=1C=NC(=CC1)NC=1N=CC2=C(N1)N(C(C(=C2C)Br)=O)C2CCCC2 (4-[6-(6-bromo-8-cyclopentyl-5-methyl-7-oxo-7,8-dihydro-pyrido[2,3-d]pyrimidin-2-ylamino)-pyridin-3-yl]-azepane-1-carboxylic acid tert-butyl ester). Yield: 43.4%. RXN SMILES: [C:1]([O:5][C:6]([N:8]1[CH2:14][CH2:13][CH2:12][CH:11]([C:15]2[CH:16]=[N:17][C:18]([NH2:21])=[CH:19][CH:20]=2)[CH2:10][CH2:9]1)=[O:7])([CH3:4])([CH3:3])[CH3:2].[Br:22][C:23]1[C:35](=[O:36])[N:34]([CH:37]2[CH2:41][CH2:40][CH2:39][CH2:38]2)[C:26]2[N:27]=[C:28](S(C)=O)[N:29]=[CH:30][C:25]=2[C:24]=1[CH3:42].C1(=O)OC(=O)CC1>C1(C)C=CC=CC=1.C(OCC)(=O)C>[C:1]([O:5][C:6]([N:8]1[CH2:14][CH2:13][CH2:12][CH:11]([C:15]2[CH:16]=[N:17][C:18]([NH:21][C:28]3[N:29]=[CH:30][C:25]4[C:24]([CH3:42])=[C:23]([Br:22])[C:35](=[O:36])[N:34]([CH:37]5[CH2:38][CH2:39][CH2:40][CH2:41]5)[C:26]=4[N:27]=3)=[CH:19][CH:20]=2)[CH2:10][CH2:9]1)=[O:7])([CH3:4])([CH3:2])[CH3:3]. Procedure details: A solution of 4-(6-amino-pyridin-3-yl)-azepane-1-carboxylic acid tert-butyl ester (614 mg, 2.10 mmol) in toluene (10 mL) was refluxed in a Dean-Stark apparatus for 3 h. The heat was removed and when the reflux subsided 6-bromo-8-cyclopentyl-2-methanesulfinyl-5-methyl-8H-pyrido[2,3-d]pyrimidin-7-one (700 mg, 1.89 mmol) was added. This mixture was refluxed for 12 h under N2. Succinic anhydride (500 mg) was added and the reflux continued for 3 h. The reaction mixture was cooled and dissolved in eth...